From a dataset of the Open Reaction Database (ORD), a public repository of structured organic reaction records. describe an organic reaction: reactants, conditions, products, and yield The reactants are OC1=CC2=C(C(C=C(O2)C)(C)C)C=C1 (7-hydroxy-2,4,4-trimethyl-4H-1-benzopyran). Reagents/catalysts: [C].[Pd] (palladium-carbon). The solvent is C(C)O (ethanol). The product is OC1=CC2=C(C(CC(O2)C)(C)C)C=C1 (2,3-Dihydro-7-hydroxy-2,4,4-trimethyl-4H-1-benzopyran). Isolated yield 85.8%. RXN SMILES: [OH:1][C:2]1[CH:14]=[CH:13][C:5]2[C:6]([CH3:12])([CH3:11])[CH:7]=[C:8]([CH3:10])[O:9][C:4]=2[CH:3]=1>[C].[Pd].C(O)C>[OH:1][C:2]1[CH:14]=[CH:13][C:5]2[C:6]([CH3:11])([CH3:12])[CH2:7][CH:8]([CH3:10])[O:9][C:4]=2[CH:3]=1 |f:1.2|. Reported procedure: A 100 ml autoclave was charged with 6.0 g of 7-hydroxy-2,4,4-trimethyl-4H-1-benzopyran synthesized by the method of Japanese Laid-Open Patent Publication No. 5475/1981, 1.0 g of 5% palladium-carbon and 20 ml of ethanol, and hydrogenation was carried out at 85° C. The resulting product was recrystallized from n-hexanetoluene to give 5.2 g (86%) of the desired product as colorless crystals (melting point 97°-98° C.).